Dataset: the Open Reaction Database (ORD), a public repository of structured organic reaction records. Task: describe an organic reaction: reactants, conditions, products, and yield Starting materials: C=CCOC(=O)Nc1ccc2[nH]cc(C3CCN(C(=O)OC(C)(C)C)CC3)c2n1, ClCCl, O=C(O)C(F)(F)F. Product: C=CCOC(=O)Nc1ccc2[nH]cc(C3CCNCC3)c2n1. Reaction SMILES: [CH2:1]=[CH:2][CH2:3][O:4][C:5](=[O:6])[NH:7][c:8]1[cH:9][cH:10][c:11]2[c:12]([n:13]1)[c:14]([CH:17]1[CH2:18][CH2:19][N:20]([C:23]([O:24][C:25]([CH3:26])([CH3:27])[CH3:28])=[O:29])[CH2:21][CH2:22]1)[cH:15][nH:16]2.[Cl:37][CH2:38][Cl:39].[OH:30][C:31]([C:32]([F:33])([F:34])[F:35])=[O:36]>>[CH2:1]=[CH:2][CH2:3][O:4][C:5](=[O:6])[NH:7][c:8]1[cH:9][cH:10][c:11]2[c:12]([n:13]1)[c:14]([CH:17]1[CH2:18][CH2:19][NH:20][CH2:21][CH2:22]1)[cH:15][nH:16]2. Reactants: N(=NC(=O)OCC)C(=O)OCC (diethyl azodicarboxylate), C(C1=CC=CC=C1)N1CCC(CC1)CO (1-benzyl-4-hydroxymethyl-piperidine), C1(=CC=CC=C1)O (phenol), C1(=CC=CC=C1)P(C1=CC=CC=C1)C1=CC=CC=C1 (triphenylphosphine). Solvent: C1(=CC=CC=C1)C (toluene). Run at time 25 hour. Yields the product C(C1=CC=CC=C1)N1CCC(CC1)COC1=CC=CC=C1 (1-benzyl-4-phenoxymethylpiperidine). Isolated yield 41.4%. Reaction SMILES: [CH2:1]([N:8]1[CH2:13][CH2:12][CH:11]([CH2:14][OH:15])[CH2:10][CH2:9]1)[C:2]1[CH:7]=[CH:6][CH:5]=[CH:4][CH:3]=1.[C:16]1(O)[CH:21]=[CH:20][CH:19]=[CH:18][CH:17]=1.C1(P(C2C=CC=CC=2)C2C=CC=CC=2)C=CC=CC=1.N(C(OCC)=O)=NC(OCC)=O>C1(C)C=CC=CC=1>[CH2:1]([N:8]1[CH2:13][CH2:12][CH:11]([CH2:14][O:15][C:16]2[CH:21]=[CH:20][CH:19]=[CH:18][CH:17]=2)[CH2:10][CH2:9]1)[C:2]1[CH:7]=[CH:6][CH:5]=[CH:4][CH:3]=1. Reported procedure: 0.3 g (0.00146 mol) 1-benzyl-4-hydroxymethyl-piperidine, 0.137 g (0.00146 mol) of phenol and 0.45 g (0.0017 mol) of triphenylphosphine were dissolved in 10 ml of toluene, cooled to 10° and treated slowly with 0.264 ml (0.0017 mol) of diethyl azodicarboxylate. The mixture was stirred at 90° for 25 hrs. The solvent was removed, the residue was taken up in ethyl acetate, washed three times with 40 ml of water each time and three times with 40 ml of 2N aqueous NaOH each time and the organic phase wa... Starting materials: S1C(=CC=C1)B(O)O (thiophene-2-boronic acid), C(C)(C)(C)OC1=CC=C(C=C1)Br (4-(-tertbutoxy)bromobenzene). Yields the product S1C=CC=C1 (thiophene), C(C)(C)(C)OC1=CC=C(C=C1)B(O)O (4-(tertbutoxy)phenyl boronic acid). As a reaction SMILES: [S:1]1[CH:5]=[CH:4][CH:3]=[C:2]1[B:6]([OH:8])[OH:7].[C:9]([O:13][C:14]1[CH:19]=[CH:18][C:17](Br)=[CH:16][CH:15]=1)([CH3:12])([CH3:11])[CH3:10]>>[S:1]1[CH:5]=[CH:4][CH:3]=[CH:2]1.[C:9]([O:13][C:14]1[CH:19]=[CH:18][C:17]([B:6]([OH:8])[OH:7])=[CH:16][CH:15]=1)([CH3:12])([CH3:11])[CH3:10]. Reported procedure: 3-(4-Benzyloxy)phenoxy!benzo b!thiophene-2-boronic acid was reacted with 4-(-tertbutoxy)bromobenzene according to the conditions described above for 2-iodo-3-(4-benzyloxy)phenoxy!benzo b!thiophene and 4-(tertbutoxy)phenyl boronic acid to give 2-(4-tertbutyloxyphenyl)-3-(4-benzyloxy)phenoxy!benzo b!thiophene in 81% yield. Starting materials: BrC=1C(=C(C(=C2C1C(=O)NC2=O)Br)Br)Br (Tetrabromophthalimide), C=O (formaldehyde). The solvent is C(C)O (ethanol). Run at temperature 85 celsius. Yields the product C(O)N1C(C=2C(C1=O)=C(C(=C(C2Br)Br)Br)Br)=O (N-methyloltetrabromophthalimide). The yield is 87.6%. RXN SMILES: [Br:1][C:2]1[C:3]([Br:15])=[C:4]([Br:14])[C:5]([Br:13])=[C:6]2[C:11](=[O:12])[NH:10][C:8](=[O:9])[C:7]=12.[CH2:16]=[O:17]>C(O)C>[CH2:16]([N:10]1[C:11](=[O:12])[C:6]2=[C:5]([Br:13])[C:4]([Br:14])=[C:3]([Br:15])[C:2]([Br:1])=[C:7]2[C:8]1=[O:9])[OH:17]. Procedure: Tetrabromophthalimide (30 gm) was suspended in 100 ml of ethanol and 50 gm of 38 percent formaldehyde was added. Then the solution was stirred and heated for three hours at 85° C. Upon cooling, the product was filtered yielding 28 gm of a white solid having a melting point greater than 350° C. The infrared spectrum of the product showed the disappearance of the imide NH and the appearance of an OH absorption at 3450 cm-1. Analysis: Calculated for C9H3Br4NO3 ; Br, 64.8; hydroxyl number: 89.0; Fou... Reagents/catalysts: [C].[Pd] (palladium carbon). The solvent is C(C)O (ethanol). Reaction conditions: time 3 hour. Reactants: C(C1=CC=CC=C1)OC(=O)N1[C@@H](C[C@H](C1)O[Si](C)(C)C(C)(C)C)CCC=CC(=O)OC(C)(C)C ((2R,4R)-1-Benzyloxycarbonyl-2-(3-t-butoxycarbonylmethylidenepropyl)-4-t-butyldimethylsilyloxypyrrolidine). Procedure: (2R,4R)-1-Benzyloxycarbonyl-2-(3-t-butoxycarbonylmethylidenepropyl)-4-t-butyldimethylsilyloxypyrrolidine (1.17 g) was dissolved in 24 ml of ethanol, and 350 mg of 5% palladium carbon was added thereto, followed by hydrogenation at room temperature under 1 atm for 3 hours. The catalyst was removed by filtration, and the filtrate was distilled to obtain (2R,4R)-2-(4-t-butoxycarbonylbutyl)-4-t-butyldimethylsilyloxypyrrolidine. Yields the product C(C)(C)(C)OC(=O)CCCC[C@H]1NC[C@@H](C1)O[Si](C)(C)C(C)(C)C ((2R,4R)-2-(4-t-butoxycarbonylbutyl)-4-t-butyldimethylsilyloxypyrrolidine). As a reaction SMILES: C(OC([N:11]1[CH2:15][C@H:14]([O:16][Si:17]([C:20]([CH3:23])([CH3:22])[CH3:21])([CH3:19])[CH3:18])[CH2:13][C@H:12]1[CH2:24][CH2:25][CH:26]=[CH:27][C:28]([O:30][C:31]([CH3:34])([CH3:33])[CH3:32])=[O:29])=O)C1C=CC=CC=1>C(O)C.[C].[Pd]>[C:31]([O:30][C:28]([CH2:27][CH2:26][CH2:25][CH2:24][C@@H:12]1[CH2:13][C@@H:14]([O:16][Si:17]([C:20]([CH3:23])([CH3:22])[CH3:21])([CH3:18])[CH3:19])[CH2:15][NH:11]1)=[O:29])([CH3:34])([CH3:33])[CH3:32] |f:2.3|. Reactants: CN(C)C=O, Cc1c(SCCCCl)ccnc1CCl, [H-], Nc1ncncc1Cl, [Na+]. Product: Cc1c(SCCCCl)ccnc1CNc1ncncc1Cl. As a reaction SMILES: [CH3:25][N:26]([CH3:27])[CH:28]=[O:29].[Cl:11][CH2:12][c:13]1[n:14][cH:15][cH:16][c:17]([S:20][CH2:21][CH2:22][CH2:23][Cl:24])[c:18]1[CH3:19].[H-:9].[NH2:1][c:2]1[n:3][cH:4][n:5][cH:6][c:7]1[Cl:8].[Na+:10]>>[NH:1]([c:2]1[n:3][cH:4][n:5][cH:6][c:7]1[Cl:8])[CH2:12][c:13]1[n:14][cH:15][cH:16][c:17]([S:20][CH2:21][CH2:22][CH2:23][Cl:24])[c:18]1[CH3:19]. Reactants: N=1C=CC(=C2C=CC=CC12)C, IC1COC1. Reagents/catalysts: O=S(=O)(O)O, OO, [Fe].O=S(=O)(O)O.O. Solvent: O, O=S(C)C. Run at temperature 25 celsius, time 0.75 hour. Yields the product N=1C=2C=CC=CC2C(=CC1C3COC3)C. Yield: 40.0%. Procedure details: H2O2  (30%  in  H2O;  0.31  mL,  3.0  mmol)  was  added  dropwise  over 1-2 min to a stirred solution of lepidine 1a (132 μL, 1.0 mmol), concentrated H2SO4 (107 μL, 2.0 mmol),  3-iodooxetane  (368  mg,  2.0  mmol)  and  iron(II)  sulfate  heptahydrate  (80  mg,  0.3  mmol)  in  DMSO (10 mL) at room temperature. After 1-2 min a further portion of iron(II) sulfate heptahydrate (80 mg,  0.3  mmol)  was  added  and  the  mixture  was  stirred  at  room  temperature  for  30  min.  Further  H2O2(0.31... The reactants are ClCCl, COc1cc2c(Oc3cc(C)c(C)nc3-c3ccc(C)cn3)ccnc2cc1OCC1CO1, [Na+], [OH-], O, O=C(O)C(F)(F)F. Yields the product COc1cc2c(Oc3cc(C)c(C)nc3-c3ccc(C)cn3)ccnc2cc1OCC(O)CO. Reaction SMILES: [CH2:44]([Cl:45])[Cl:46].[CH3:1][O:2][c:3]1[cH:4][c:5]2[c:6]([O:18][c:19]3[c:20](-[c:27]4[n:28][cH:29][c:30]([CH3:33])[cH:31][cH:32]4)[n:21][c:22]([CH3:26])[c:23]([CH3:25])[cH:24]3)[cH:7][cH:8][n:9][c:10]2[cH:11][c:12]1[O:13][CH2:14][CH:15]1[O:16][CH2:17]1.[Na+:42].[OH-:41].[OH2:43].[OH:34][C:35]([C:36]([F:37])([F:38])[F:39])=[O:40]>>[CH3:1][O:2][c:3]1[cH:4][c:5]2[c:6]([O:18][c:19]3[c:20](-[c:27]4[n:28][cH:29][c:30]([CH3:33])[cH:31][cH:32]4)[n:21][c:22]([CH3:26])[c:23]([CH3:25])[cH:24]3)[cH:7][cH:8][n:9][c:10]2[cH:11][c:12]1[O:13][CH2:14][CH:15]([CH2:17][OH:16])[OH:34].